This data is from the Open Reaction Database (ORD), a public repository of structured organic reaction records. The task is: describe an organic reaction: reactants, conditions, products, and yield Reactants: C(C)(=O)NC=1C=C2CC3=C(NC=4C=CC=CC34)C2=CC1 (5,10-dihydro-2-(N-acetylamino)indeno[1,2,b]-indole), [H-].[Al+3].[Li+].[H-].[H-].[H-] (lithium aluminium hydride). Procedure details: A solution of 5,10-dihydro-2-(N-acetylamino)indeno[1,2,b]-indole (0.70 g, 2.8 mM) in dry tetrahydrofuran (50 cm3), under a protective atmosphere of nitrogen, was treated with lithium aluminium hydride (0.40 g, 10.50 mM) during the course of 3 hours. The mixture was then heated to reflux for a further 3 hours, and eventually cooled. Excess reagent was destroyed by the addition of a saturated solution of sodium potassium tartrate (5 cm3) and the organic phase separated. The residual aqueous slurry... Yields the product C(C)NC=1C=C2CC3=C(NC=4C=CC=CC34)C2=CC1 (5,10-Dihydro-2-(N-ethylamino)indeno[1,2-b] indole). Solvent: O1CCCC1 (tetrahydrofuran). Reaction SMILES: [C:1]([NH:4][C:5]1[CH:6]=[C:7]2[C:18](=[CH:19][CH:20]=1)[C:10]1[NH:11][C:12]3[CH:13]=[CH:14][CH:15]=[CH:16][C:17]=3[C:9]=1[CH2:8]2)(=O)[CH3:2].[H-].[Al+3].[Li+].[H-].[H-].[H-]>O1CCCC1>[CH2:1]([NH:4][C:5]1[CH:6]=[C:7]2[C:18](=[CH:19][CH:20]=1)[C:10]1[NH:11][C:12]3[CH:13]=[CH:14][CH:15]=[CH:16][C:17]=3[C:9]=1[CH2:8]2)[CH3:2] |f:1.2.3.4.5.6|. Starting materials: CC(=O)O, CCO, Cc1ccc(C(=O)NC2CC2)cc1-n1cnc2ccc(C3=CCN(C)CC3)cc2c1=O, [H][H]. Product: Cc1ccc(C(=O)NC2CC2)cc1-n1cnc2ccc(C3CCN(C)CC3)cc2c1=O. As a reaction SMILES: [CH3:32][C:33](=[O:34])[OH:35].[CH3:38][CH2:39][OH:40].[CH:1]1([NH:4][C:5]([c:6]2[cH:7][c:8](-[n:13]3[cH:14][n:15][c:16]4[cH:17][cH:18][c:19]([C:24]5=[CH:29][CH2:28][N:27]([CH3:30])[CH2:26][CH2:25]5)[cH:20][c:21]4[c:22]3=[O:23])[c:9]([CH3:12])[cH:10][cH:11]2)=[O:31])[CH2:2][CH2:3]1.[H:36][H:37]>>[CH:1]1([NH:4][C:5]([c:6]2[cH:7][c:8](-[n:13]3[cH:14][n:15][c:16]4[cH:17][cH:18][c:19]([CH:24]5[CH2:25][CH2:26][N:27]([CH3:30])[CH2:28][CH2:29]5)[cH:20][c:21]4[c:22]3=[O:23])[c:9]([CH3:12])[cH:10][cH:11]2)=[O:31])[CH2:2][CH2:3]1. Reactants: C(C1=CC=CC=C1)[C@H]1N(C(OC1)=O)C(CC(C)C)=O ((R)-4-benzyl-3-(3-methylbutanoyl)oxazolidin-2-one), BrCC1=CC=C2C=NN(C2=C1)CCCOC (6-(bromomethyl)-1-(3-methoxypropyl)-1H-indazole), [NH4+].[Cl-] (NH4Cl), C[Si](N[Si](C)(C)C)(C)C (hexamethyldisilazane), [Li]CCCC (n-BuLi). Run in C1CCOC1 (THF), C1CCOC1 (THF), C1CCOC1 (THF). Conditions: time 30 minute. Yields the product C(C1=CC=CC=C1)[C@H]1N(C(OC1)=O)C([C@@H](C(C)C)CC1=CC=C2C=NN(C2=C1)CCCOC)=O ((R)-4-benzyl-3-((R)-2-((1-(3-methoxypropyl)-1H-indazol-6-yl)methyl)-3-methylbutanoyl)-oxazolidin-2-one). Yield: 49.0%. RXN SMILES: C[Si](C)(C)N[Si](C)(C)C.[Li]CCCC.[CH2:15]([C@@H:22]1[CH2:26][O:25][C:24](=[O:27])[N:23]1[C:28](=[O:33])[CH2:29][CH:30]([CH3:32])[CH3:31])[C:16]1[CH:21]=[CH:20][CH:19]=[CH:18][CH:17]=1.Br[CH2:35][C:36]1[CH:44]=[C:43]2[C:39]([CH:40]=[N:41][N:42]2[CH2:45][CH2:46][CH2:47][O:48][CH3:49])=[CH:38][CH:37]=1.[NH4+].[Cl-]>C1COCC1>[CH2:15]([C@@H:22]1[CH2:26][O:25][C:24](=[O:27])[N:23]1[C:28](=[O:33])[C@H:29]([CH2:35][C:36]1[CH:44]=[C:43]2[C:39]([CH:40]=[N:41][N:42]2[CH2:45][CH2:46][CH2:47][O:48][CH3:49])=[CH:38][CH:37]=1)[CH:30]([CH3:31])[CH3:32])[C:16]1[CH:17]=[CH:18][CH:19]=[CH:20][CH:21]=1 |f:4.5|. Reported procedure: To a stirred solution of hexamethyldisilazane (200 mg, 1.24 mmol) in anhydrous THF (2 mL) cooled to −78° C. under N2 was added dropwise 2.5 M n-BuLi (0.5 mL, 1.25 mol) over 30 min. After stirring for an additional 30 min, a solution of (R)-4-benzyl-3-(3-methylbutanoyl)oxazolidin-2-one (313 mg, 1.2 mmol) in THF (2 mL) was added dropwise to the reaction mixture. The mixture was stirred at −78° C. for 2 h and a solution of 6-(bromomethyl)-1-(3-methoxypropyl)-1H-indazole (300 mg, 1.1 mmol) in THF (2...